Dataset: the Open Reaction Database (ORD), a public repository of structured organic reaction records. Task: describe an organic reaction: reactants, conditions, products, and yield Reactants: CC(C)(C)OC(=O)N1CCOC(CCO[Si](C)(C)C(C)(C)C)(c2ccccc2)C1, C1CCOC1, CCCC[N+](CCCC)(CCCC)CCCC, ClC(Cl)Cl, [F-]. Yields the product CC(C)(C)OC(=O)N1CCOC(CCO)(c2ccccc2)C1. RXN SMILES: [C:1]([Si:2]([CH3:3])([CH3:4])[O:6][CH2:7][CH2:8][C:9]1([c:22]2[cH:23][cH:24][cH:25][cH:26][cH:27]2)[O:10][CH2:11][CH2:12][N:13]([C:15](=[O:16])[O:17][C:18]([CH3:19])([CH3:20])[CH3:21])[CH2:14]1)([CH3:5])([CH3:28])[CH3:29].[CH2:48]1[O:49][CH2:50][CH2:51][CH2:52]1.[CH3:31][CH2:32][CH2:33][CH2:34][N+:35]([CH2:36][CH2:37][CH2:38][CH3:39])([CH2:40][CH2:41][CH2:42][CH3:43])[CH2:44][CH2:45][CH2:46][CH3:47].[Cl:53][CH:54]([Cl:55])[Cl:56].[F-:30]>>[OH:6][CH2:7][CH2:8][C:9]1([c:22]2[cH:23][cH:24][cH:25][cH:26][cH:27]2)[O:10][CH2:11][CH2:12][N:13]([C:15](=[O:16])[O:17][C:18]([CH3:19])([CH3:20])[CH3:21])[CH2:14]1. Reactants: O=Cc1cc(O)ccc1Br, C1CCOC1, OCCCO, Cc1ccc(S(=O)(=O)O)cc1, c1ccccc1. Yields the product Oc1ccc(Br)c(C2OCCCO2)c1. As a reaction SMILES: [Br:1][c:2]1[c:3]([CH:4]=[O:5])[cH:6][c:7]([OH:10])[cH:8][cH:9]1.[CH2:11]1[CH2:12][CH2:13][CH2:14][O:15]1.[CH2:16]([OH:17])[CH2:18][CH2:19][OH:20].[CH3:21][c:22]1[cH:23][cH:24][c:25]([S:26]([OH:27])(=[O:28])=[O:29])[cH:30][cH:31]1.[cH:32]1[cH:33][cH:34][cH:35][cH:36][cH:37]1>>[Br:1][c:2]1[c:3]([CH:4]2[O:5][CH2:12][CH2:13][CH2:14][O:15]2)[cH:6][c:7]([OH:10])[cH:8][cH:9]1. The reactants are BrC=1C(=CC(=NC1)Cl)C (5-bromo-2-chloro-4-methylpyridine), ClC1=CC(=CC=C1)C(=O)OO (meta-chloroperbenzoic acid), Ca(OH)2. The solvent is C(Cl)(Cl)Cl (chloroform). Product: BrC=1C(=CC(=[N+](C1)[O-])Cl)C (5-bromo-2-chloro-4-methylpyridine 1-oxide). Reaction SMILES: [Br:1][C:2]1[C:3]([CH3:9])=[CH:4][C:5]([Cl:8])=[N:6][CH:7]=1.ClC1C=CC=C(C(OO)=[O:18])C=1>C(Cl)(Cl)Cl>[Br:1][C:2]1[C:3]([CH3:9])=[CH:4][C:5]([Cl:8])=[N+:6]([O-:18])[CH:7]=1. Reported procedure: A solution of 5-bromo-2-chloro-4-methylpyridine (1.0 eq.) and meta-chloroperbenzoic acid (mCPBA) (2.5 eq.) in chloroform (0.1 M) was stirred at 50° C. overnight. After cooling to room temperature, Ca(OH)2 (2.5 eq.) was added to the reaction mixture. The precipitate was filtered and washed with 5% methanol in dichloromethane and ethyl acetate. The filtrate was washed with saturated aqueous Na2S2O3 solution and saturated aqueous NaHCO3 solution. The combined organic layers were washed with brine, ... The reactants are CCO, [Na+], O=C1NC(Cc2ccc(C(F)(F)F)cc2)C(c2ccc(Oc3ccccc3)cc2)O1, [OH-]. Yields the product NC(Cc1ccc(C(F)(F)F)cc1)C(O)c1ccc(Oc2ccccc2)cc1. RXN SMILES: [CH3:33][CH2:34][OH:35].[Na+:32].[O:1]([c:2]1[cH:3][cH:4][cH:5][cH:6][cH:7]1)[c:8]1[cH:9][cH:10][c:11]([CH:14]2[CH:15]([CH2:20][c:21]3[cH:22][cH:23][c:24]([C:27]([F:28])([F:29])[F:30])[cH:25][cH:26]3)[NH:16][C:17](=[O:19])[O:18]2)[cH:12][cH:13]1.[OH-:31]>>[O:1]([c:2]1[cH:3][cH:4][cH:5][cH:6][cH:7]1)[c:8]1[cH:9][cH:10][c:11]([CH:14]([CH:15]([NH2:16])[CH2:20][c:21]2[cH:22][cH:23][c:24]([C:27]([F:28])([F:29])[F:30])[cH:25][cH:26]2)[OH:18])[cH:12][cH:13]1. The reactants are C(C1=CC=CC=C1)(=O)CC(C(=O)N1[C@H](C(=O)O)CCC1)C (1-(3-benzoyl-2-methylpropionyl)-L-proline), C(C)(=O)O (acetic acid), CCCCCC (hexane), C(C)(=O)O (acetic acid), BrBr (bromine). Solvent: ClCCl (dichloromethane). Reaction conditions: time 18 hour. The product is C(C1=CC=CC=C1)(=O)C(C(C(=O)N1[C@H](C(=O)O)CCC1)C)Br (1-(3-Benzoyl-3-bromo-2-methylpropionyl)-L-proline). RXN SMILES: [C:1]([CH2:9][CH:10]([CH3:21])[C:11]([N:13]1[CH2:20][CH2:19][CH2:18][C@H:14]1[C:15]([OH:17])=[O:16])=[O:12])(=[O:8])[C:2]1[CH:7]=[CH:6][CH:5]=[CH:4][CH:3]=1.C(O)(=O)C.[Br:26]Br.CCCCCC>ClCCl>[C:1]([CH:9]([Br:26])[CH:10]([CH3:21])[C:11]([N:13]1[CH2:20][CH2:19][CH2:18][C@H:14]1[C:15]([OH:17])=[O:16])=[O:12])(=[O:8])[C:2]1[CH:3]=[CH:4][CH:5]=[CH:6][CH:7]=1. Procedure details: To a mixture of 1.25 g. of 1-(3-benzoyl-2-methylpropionyl)-L-proline (isomer A of Example 9) in 30 ml. of acetic acid, is added 0.7 g. of bromine in 10 ml. of acetic acid. The mixture is stirred at room temperature for 18 hours, the solvent is concentrated in vacuo to 1/2 volume and the mixture is poured into ice and water. This mixture is extracted with dichloromethane. The organic extract is washed with water, then sodium chloride solution, dried over magnesium sulfate and the solvent is remov... Reactants: CC(=O)[O-], CCO, O=Cc1cc(Cl)ccc1NS(=O)(=O)C(F)(F)F, Cl, NOCc1ccc(C(F)(F)F)cc1C(F)(F)F, [Na+]. The product is O=S(=O)(Nc1ccc(Cl)cc1C=NOCc1ccc(C(F)(F)F)cc1C(F)(F)F)C(F)(F)F. Reaction SMILES: [C:36]([O-:37])(=[O:38])[CH3:39].[CH3:41][CH2:42][OH:43].[Cl:1][c:2]1[cH:3][c:4]([CH:16]=[O:17])[c:5]([NH:8][S:9](=[O:10])(=[O:11])[C:12]([F:13])([F:14])[F:15])[cH:6][cH:7]1.[ClH:18].[F:19][C:20]([c:21]1[c:22]([CH2:23][O:24][NH2:25])[cH:26][cH:27][c:28]([C:30]([F:31])([F:32])[F:33])[cH:29]1)([F:34])[F:35].[Na+:40]>>[Cl:1][c:2]1[cH:3][c:4]([CH:16]=[N:25][O:24][CH2:23][c:22]2[c:21]([C:20]([F:19])([F:34])[F:35])[cH:29][c:28]([C:30]([F:31])([F:32])[F:33])[cH:27][cH:26]2)[c:5]([NH:8][S:9](=[O:10])(=[O:11])[C:12]([F:13])([F:14])[F:15])[cH:6][cH:7]1. Starting materials: C1CCOC1, COC(=O)c1cc(C(=O)Nc2cc(C(F)(F)F)ccc2F)ccc1C, [Li+], [OH-], O. Yields the product Cc1ccc(C(=O)Nc2cc(C(F)(F)F)ccc2F)cc1C(=O)O. RXN SMILES: [CH2:26]1[O:27][CH2:28][CH2:29][CH2:30]1.[F:1][c:2]1[c:3]([NH:12][C:13](=[O:14])[c:15]2[cH:16][cH:17][c:18]([CH3:25])[c:19]([C:20](=[O:21])[O:22][CH3:23])[cH:24]2)[cH:4][c:5]([C:8]([F:9])([F:10])[F:11])[cH:6][cH:7]1.[Li+:31].[OH-:32].[OH2:33]>>[F:1][c:2]1[c:3]([NH:12][C:13](=[O:14])[c:15]2[cH:16][cH:17][c:18]([CH3:25])[c:19]([C:20](=[O:21])[OH:22])[cH:24]2)[cH:4][c:5]([C:8]([F:9])([F:10])[F:11])[cH:6][cH:7]1.